This data is from the Open Reaction Database (ORD), a public repository of structured organic reaction records. The task is: describe an organic reaction: reactants, conditions, products, and yield Reactants: C(C)C1COC2=C(O1)C=C(C=C2)I (2-ethyl-7-iodo-2,3-dihydro-1,4-benzodioxine), CN(C)C=O (DMF). Reagents/catalysts: [C-]#N.[C-]#N.[Zn+2] (Zn(CN)2), C=1C=CC(=CC1)[P](C=2C=CC=CC2)(C=3C=CC=CC3)[Pd]([P](C=4C=CC=CC4)(C=5C=CC=CC5)C=6C=CC=CC6)([P](C=7C=CC=CC7)(C=8C=CC=CC8)C=9C=CC=CC9)[P](C=1C=CC=CC1)(C=1C=CC=CC1)C=1C=CC=CC1 (Pd(PPh3)4). Reaction conditions: temperature 80 celsius. Product: C(C)C1OC2=C(OC1)C=CC(=C2)C#N (3-ethyl-2,3-dihydro-1,4-benzodioxine-6-carbonitrile). Isolated yield 92.0%. RXN SMILES: [CH2:1]([CH:3]1[O:8][C:7]2[CH:9]=[C:10](I)[CH:11]=[CH:12][C:6]=2[O:5][CH2:4]1)[CH3:2].[CH3:14][N:15](C=O)C>[C-]#N.[C-]#N.[Zn+2].C1C=CC([P]([Pd]([P](C2C=CC=CC=2)(C2C=CC=CC=2)C2C=CC=CC=2)([P](C2C=CC=CC=2)(C2C=CC=CC=2)C2C=CC=CC=2)[P](C2C=CC=CC=2)(C2C=CC=CC=2)C2C=CC=CC=2)(C2C=CC=CC=2)C2C=CC=CC=2)=CC=1>[CH2:1]([CH:3]1[CH2:4][O:5][C:6]2[CH:12]=[CH:11][C:10]([C:14]#[N:15])=[CH:9][C:7]=2[O:8]1)[CH3:2] |f:2.3.4,^1:27,29,48,67|. Procedure: A solution of 2-ethyl-7-iodo-2,3-dihydro-1,4-benzodioxine (486 mg, 1.68 mmol) in DMF (3 mL) is degassed by repeatedly evacuating the flask and filling with N2. Zn(CN)2 (117 mg, 1.0 mmol), and Pd(PPh3)4 (97 mg, 0.084 mmol) are added, and the resulting solution is degassed, and is then heated to 80° C. for 1.5 h. The reaction is allowed to cool, poured into water and extracted two times with ether. The combined organic extracts are dried (Na2SO4), filtered and concentrated in vacuo. The resulting ...